From a dataset of the Open Reaction Database (ORD), a public repository of structured organic reaction records. describe an organic reaction: reactants, conditions, products, and yield Reactants: C#CCBr, C[O-], [Na+], CC(C)c1n[nH]c(S)n1. Product: C#CCSc1nc(C(C)C)n[nH]1. As a reaction SMILES: [CH2:1]([C:2]#[CH:3])[Br:4].[CH3:14][O-:15].[Na+:16].[SH:5][c:6]1[n:7][c:8]([CH:11]([CH3:12])[CH3:13])[n:9][nH:10]1>>[CH:1]#[C:2][CH2:3][S:5][c:6]1[n:7][c:8]([CH:11]([CH3:12])[CH3:13])[n:9][nH:10]1.